From a dataset of the Open Reaction Database (ORD), a public repository of structured organic reaction records. describe an organic reaction: reactants, conditions, products, and yield Reactants: COC(C[C@@H]1COC2=C1C=CC(=C2)O[C@@H]2CCC1=C(C=CC(=C21)F)B2OC(C(O2)(C)C)(C)C)=O ({(S)-6-[(R)-7-fluoro-4-(4,4,5,5-tetramethyl-[1,3,2]dioxaborolan-2-yl)-indan-1-yloxy]-2,3-dihydro-benzofuran-3-yl}-acetic acid methyl ester), BrC1=C(C=C(C=C1C)C=1C=CC(=NC1)C)C (5-(4-bromo-3,5-dimethyl-phenyl)-2-methyl-pyridine), BrC1=C2CC[C@H](C2=C(C=C1)F)OC1=CC2=C([C@@H](CO2)CC(=O)OC)C=C1 (Methyl 2-((S)-6-((R)-4-bromo-7-fluoro-2,3-dihydro-1H-inden-1-yloxy)-2,3-dihydrobenzofuran-3-yl)acetate). Product: COC(C[C@@H]1COC2=C1C=CC(=C2)O[C@@H]2CCC1=C(C=CC(=C21)F)C2=C(C=C(C=C2C)C=2C=NC(=CC2)C)C)=O ({(S)-6-[(R)-4-(2,6-Dimethyl-4-(6-methyl-pyridin-3-yl)-phenyl)-7-fluoro-indan-1-yloxy]-2,3-dihydro-benzofuran-3-yl}-acetic acid methyl ester). Reaction SMILES: [CH3:1][O:2][C:3](=[O:34])[CH2:4][C@H:5]1[C:9]2[CH:10]=[CH:11][C:12]([O:14][C@H:15]3[C:23]4[C:18](=[C:19](B5OC(C)(C)C(C)(C)O5)[CH:20]=[CH:21][C:22]=4[F:24])[CH2:17][CH2:16]3)=[CH:13][C:8]=2[O:7][CH2:6]1.Br[C:36]1[C:41]([CH3:42])=[CH:40][C:39]([C:43]2[CH:44]=[CH:45][C:46]([CH3:49])=[N:47][CH:48]=2)=[CH:38][C:37]=1[CH3:50].BrC1C=CC(F)=C2C=1CC[C@H]2OC1C=CC2[C@H](CC(OC)=O)COC=2C=1>>[CH3:1][O:2][C:3](=[O:34])[CH2:4][C@H:5]1[C:9]2[CH:10]=[CH:11][C:12]([O:14][C@H:15]3[C:23]4[C:18](=[C:19]([C:36]5[C:41]([CH3:42])=[CH:40][C:39]([C:43]6[CH:48]=[N:47][C:46]([CH3:49])=[CH:45][CH:44]=6)=[CH:38][C:37]=5[CH3:50])[CH:20]=[CH:21][C:22]=4[F:24])[CH2:17][CH2:16]3)=[CH:13][C:8]=2[O:7][CH2:6]1. Procedure details: The title compound is prepared from {(S)-6-[(R)-7-fluoro-4-(4,4,5,5-tetramethyl-[1,3,2]dioxaborolan-2-yl)-indan-1-yloxy]-2,3-dihydro-benzofuran-3-yl}-acetic acid methyl ester and 5-(4-bromo-3,5-dimethyl-phenyl)-2-methyl-pyridine following a procedure analogous to that described in Step 5 of Intermediate 1. LC (method 9): tR=1.12 min; Mass spectrum (ESI+): m/z=538 [M+H]+. The reactants are COC(=O)[C@H]1N(CC2=CC(=C(C=C2C1)[N+](=O)[O-])O)C(=O)OC(C)(C)C ((S)-7-hydroxy-6-nitro-3,4-dihydro-1H-isoquinoline-2,3-dicarboxylic acid 2-tert-butyl ester 3-methyl ester), COC([C@H](CC1=CC=C(C=C1)C1=CC=C(C=C1)C#N)N)=O ((S)-2-amino-3-(4′-cyano-biphenyl-4-yl)-propionic acid methyl ester). Product: C(C)(C)(C)OC(=O)N1CC2=CC(=C(C=C2C[C@H]1C(N[C@@H](CC1=CC=C(C=C1)C1=CC=C(C=C1)C#N)C(=O)OC)=O)[N+](=O)[O-])O ((S)-3-[(S)-2-(4′-cyano-biphenyl-4-yl)-1-methoxycarbonyl-ethylcarbamoyl]-7-hydroxy-6-nitro-3,4-dihydro-1H-isoquinoline-2-carboxylic acid tert-butyl ester). Yield: 78.4%. As a reaction SMILES: C[O:2][C:3]([C@@H:5]1[CH2:14][C:13]2[C:8](=[CH:9][C:10]([OH:18])=[C:11]([N+:15]([O-:17])=[O:16])[CH:12]=2)[CH2:7][N:6]1[C:19]([O:21][C:22]([CH3:25])([CH3:24])[CH3:23])=[O:20])=O.[CH3:26][O:27][C:28](=[O:46])[C@@H:29]([NH2:45])[CH2:30][C:31]1[CH:36]=[CH:35][C:34]([C:37]2[CH:42]=[CH:41][C:40]([C:43]#[N:44])=[CH:39][CH:38]=2)=[CH:33][CH:32]=1>>[C:22]([O:21][C:19]([N:6]1[C@H:5]([C:3](=[O:2])[NH:45][C@H:29]([C:28]([O:27][CH3:26])=[O:46])[CH2:30][C:31]2[CH:36]=[CH:35][C:34]([C:37]3[CH:42]=[CH:41][C:40]([C:43]#[N:44])=[CH:39][CH:38]=3)=[CH:33][CH:32]=2)[CH2:14][C:13]2[C:8](=[CH:9][C:10]([OH:18])=[C:11]([N+:15]([O-:17])=[O:16])[CH:12]=2)[CH2:7]1)=[O:20])([CH3:25])([CH3:23])[CH3:24]. Procedure details: (S)-7-hydroxy-6-nitro-3,4-dihydro-1H-isoquinoline-2,3-dicarboxylic acid 2-tert-butyl ester 3-methyl ester (5.1 mmol) was hydrolyzed and coupled with (S)-2-amino-3-(4′-cyano-biphenyl-4-yl)-propionic acid methyl ester (5.85 mmol) according to general procedures B and A to provide (S)-3-[(S)-2-(4′-cyano-biphenyl-4-yl)-1-methoxycarbonyl-ethylcarbamoyl]-7-hydroxy-6-nitro-3,4-dihydro-1H-isoquinoline-2-carboxylic acid tert-butyl ester (2.4 g). (S)-3-[(S)-2-(4′-cyano-biphenyl-4-yl)-1-methoxycarbonyl-eth... Reactants: CCCC(=O)c1cc(-c2ccccc2)no1, C1CCNCC1, C=O, CCO. Yields the product CCC(CN1CCCCC1)C(=O)c1cc(-c2ccccc2)no1. As a reaction SMILES: [C:1]([CH2:2][CH2:3][CH3:4])(=[O:5])[c:6]1[cH:7][c:8](-[c:11]2[cH:12][cH:13][cH:14][cH:15][cH:16]2)[n:9][o:10]1.[CH2:17]1[CH2:18][CH2:19][NH:20][CH2:21][CH2:22]1.[CH2:23]=[O:24].[CH2:25]([OH:26])[CH3:27]>>[C:1]([CH:2]([CH2:3][CH3:4])[CH2:23][N:20]1[CH2:19][CH2:18][CH2:17][CH2:22][CH2:21]1)(=[O:5])[c:6]1[cH:7][c:8](-[c:11]2[cH:12][cH:13][cH:14][cH:15][cH:16]2)[n:9][o:10]1. Starting materials: Clc1ncnc2ccccc12, [H-], [Na+], C1CCOC1, O, C[SiH](C)OC(CCCc1ccc(CCO)cc1)C(C)(C)C. Yields the product C[SiH](C)OC(CCCc1ccc(CCOc2ncnc3ccccc23)cc1)C(C)(C)C. As a reaction SMILES: [Cl:24][c:25]1[n:26][cH:27][n:28][c:29]2[cH:30][cH:31][cH:32][cH:33][c:34]12.[H-:22].[Na+:23].[O:36]1[CH2:37][CH2:38][CH2:39][CH2:40]1.[OH2:35].[OH:1][CH2:2][CH2:3][c:4]1[cH:5][cH:6][c:7]([CH2:10][CH2:11][CH2:12][CH:13]([C:14]([CH3:15])([CH3:16])[CH3:17])[O:18][SiH:19]([CH3:20])[CH3:21])[cH:8][cH:9]1>>[O:1]([CH2:2][CH2:3][c:4]1[cH:5][cH:6][c:7]([CH2:10][CH2:11][CH2:12][CH:13]([C:14]([CH3:15])([CH3:16])[CH3:17])[O:18][SiH:19]([CH3:20])[CH3:21])[cH:8][cH:9]1)[c:25]1[n:26][cH:27][n:28][c:29]2[cH:30][cH:31][cH:32][cH:33][c:34]12.